This data is from the Open Reaction Database (ORD), a public repository of structured organic reaction records. The task is: describe an organic reaction: reactants, conditions, products, and yield Reactants: C(C1=CC=CC=C1)O[C@@H]1C(O)O[C@@H]([C@H]([C@@H]1OCC1=CC=CC=C1)OCC1=CC=CC=C1)COCC1=CC=CC=C1 (2,3,4,6-tetra-O-benzyl-mannopyranose), C(C)(C)(C)OC(CCl)=O (chloroacetic acid-tert-butyl ester), COC(C)(C)C (methyl-tert-butyl ether). The reagents and catalysts are [Cl-].C(CCC)[N+](CCCC)(CCCC)CCCC (tetrabutylammonium chloride). Solvent: C1(=CC=CC=C1)C (toluene), [OH-].[K+] (potassium hydroxide). Conditions: temperature 0 celsius. Product: C(C1=CC=CC=C1)O[C@H]1C(OCC(=O)O)O[C@@H]([C@@H]([C@@H]1OCC1=CC=CC=C1)OCC1=CC=CC=C1)COCC1=CC=CC=C1 (2,3,4, 6Tetra-O-benzyl-1-O-carboxymethyl-galactopyranose). As a reaction SMILES: [CH2:1]([O:8][C@H:9]1[C@@H:15]([O:16][CH2:17][C:18]2[CH:23]=[CH:22][CH:21]=[CH:20][CH:19]=2)[C@H:14]([O:24][CH2:25][C:26]2[CH:31]=[CH:30][CH:29]=[CH:28][CH:27]=2)[C@@H:13]([CH2:32][O:33][CH2:34][C:35]2[CH:40]=[CH:39][CH:38]=[CH:37][CH:36]=2)[O:12][CH:10]1[OH:11])[C:2]1[CH:7]=[CH:6][CH:5]=[CH:4][CH:3]=1.C([O:45][C:46](=[O:49])[CH2:47]Cl)(C)(C)C.COC(C)(C)C>[Cl-].C([N+](CCCC)(CCCC)CCCC)CCC.C1(C)C=CC=CC=1.[OH-].[K+]>[CH2:1]([O:8][C@@H:9]1[C@@H:15]([O:16][CH2:17][C:18]2[CH:23]=[CH:22][CH:21]=[CH:20][CH:19]=2)[C@@H:14]([O:24][CH2:25][C:26]2[CH:27]=[CH:28][CH:29]=[CH:30][CH:31]=2)[C@@H:13]([CH2:32][O:33][CH2:34][C:35]2[CH:36]=[CH:37][CH:38]=[CH:39][CH:40]=2)[O:12][CH:10]1[O:11][CH2:47][C:46]([OH:49])=[O:45])[C:2]1[CH:3]=[CH:4][CH:5]=[CH:6][CH:7]=1 |f:3.4,6.7|. Procedure details: A mixture that consists of 54.1 g (100 mmol) of 2,3,4,6-tetra-O-benzyl-mannopyranose, 1.39 g (5 mmol) of tetrabutylammonium chloride in 350 ml of toluene and 150 ml of 50% aqueous potassium hydroxide solution is cooled to 0° C. At 0° C., 30.12 g (200 mmol) of chloroacetic acid-tert-butyl ester is added in drops over 20 minutes while being stirred vigorously. It is stirred for one hour at 10° C. 250 ml of methyl-tert-butyl ether is added, the organic phase is separated, and the aqueous phase is e...